From a dataset of the Open Reaction Database (ORD), a public repository of structured organic reaction records. describe an organic reaction: reactants, conditions, products, and yield The reactants are S(=O)(=O)([O-])[O-].[Na+].[Na+] (sodium sulfate), [H-].[Na+] (sodium hydride), FC(C1=C(CCl)C=CC=C1)(F)F (2-trifluoromethylbenzyl chloride), [N+](=O)([O-])C=1C=NC2=CC(=CC=C2C1)O (3-nitro-7-hydroxyquinoline). The solvent is C(C)(=O)OCC (ethyl acetate), CN(C=O)C (dimethylformamide). Run at time 8 hour. Product: [N+](=O)([O-])C=1C=NC2=CC(=CC=C2C1)OCC1=C(C=CC=C1)C(F)(F)F (3-nitro-7-(2-trifluoromethylbenzyloxy)quinoline). Isolated yield 53.5%. As a reaction SMILES: [N+:1]([C:4]1[CH:5]=[N:6][C:7]2[C:12]([CH:13]=1)=[CH:11][CH:10]=[C:9]([OH:14])[CH:8]=2)([O-:3])=[O:2].[H-].[Na+].[F:17][C:18]([F:28])([F:27])[C:19]1[CH:26]=[CH:25][CH:24]=[CH:23][C:20]=1[CH2:21]Cl.S([O-])([O-])(=O)=O.[Na+].[Na+]>CN(C)C=O.C(OCC)(=O)C>[N+:1]([C:4]1[CH:5]=[N:6][C:7]2[C:12]([CH:13]=1)=[CH:11][CH:10]=[C:9]([O:14][CH2:21][C:20]1[CH:23]=[CH:24][CH:25]=[CH:26][C:19]=1[C:18]([F:17])([F:27])[F:28])[CH:8]=2)([O-:3])=[O:2] |f:1.2,4.5.6|. Procedure: In dimethylformamide (DMF, 9 mL) was dissolved 3-nitro-7-hydroxyquinoline (800 mg, 4.24 mmol.). To the solution were added subsequently sodium hydride (168 mg, 4.24 mmol.) and 2-trifluoromethylbenzyl chloride (816 mg, 4.24 mmol.) under chilling with ice. The resulting mixture was stirred overnight at room temperature. After the completion of reaction was confirmed, ethyl acetate and aqueous sodium sulfate were added. The ethyl acetate portion was recovered, washed with water, and dried over sodi... The reactants are [H-].[Na+] (sodium hydride), Cl (HCl), ClC1=NC=C(C=C1[N+](=O)[O-])Cl (2,5-dichloro-3-nitropyridine), oil, C(CC(=O)OCC)(=O)OCC (diethyl malonate). Run in O (water), COCCOC (DME), CCCCCC.C(C)(=O)OCC (hexane ethyl acetate), COCCOC (DME). Conditions: time 8 hour. Product: ClC1=CN=C2CC(NC2=C1)=O (6-Chloro-4-azaoxindole). Reaction SMILES: [H-].[Na+].[C:3]([O:11]CC)(=O)[CH2:4][C:5](OCC)=O.ClC1[C:20]([N+:21]([O-])=O)=[CH:19][C:18]([Cl:24])=[CH:17][N:16]=1.Cl>COCCOC.O.CCCCCC.C(OCC)(=O)C>[Cl:24][C:18]1[CH:19]=[C:20]2[C:5]([CH2:4][C:3](=[O:11])[NH:21]2)=[N:16][CH:17]=1 |f:0.1,7.8|. Procedure details: In a dry flask fitted with a nitrogen inlet and mechanical stirrer was placed sodium hydride as a 60° suspension in oil (4.0 g, 0.10 mol). Most of the oil was removed by washing twice with hexanes. The remaining solid sodium hydride was then suspended in dry 1,2-dimethoxyethane (DME) (125 mL). To the resulting slurry was added dropwise, with stirring, a solution of diethyl malonate (15.7 mL, 0.10 mol) in DME (50 mL). The mixture was stirred at room temperature for 1 hour after which a solution o...